From a dataset of the Open Reaction Database (ORD), a public repository of structured organic reaction records. describe an organic reaction: reactants, conditions, products, and yield Starting materials: CN(CCONC[C@@H]1[C@]2(C)[C@](CC1)([C@@H]1CC[C@@H]3C[C@H](CC[C@]3(C)[C@H]1CC2)O)O)C (17β-(2-dimethylaminoethoxyamino)methyl-5β-androstane-3β,14β-diol), C=O (formaldehyde), [BH3-]C#N.[Na+] (NaBH3CN). The solvent is Cl (hydrochloric acid), C(C)#N (acetonitrile). Reaction conditions: time 28 hour. Product: CN(OCCN(C)C)C[C@@H]1[C@]2(C)[C@](CC1)([C@@H]1CC[C@@H]3C[C@H](CC[C@]3(C)[C@H]1CC2)O)O (17β-[N-Methyl-N-(2-dimethylaminoethoxy)amino]methyl-5β-androstane-3β,14β-diol). RXN SMILES: [CH3:1][N:2]([CH3:29])[CH2:3][CH2:4][O:5][NH:6][CH2:7][C@H:8]1[CH2:13][CH2:12][C@:11]2([OH:28])[C@H:14]3[C@H:24]([CH2:25][CH2:26][C@:9]12[CH3:10])[C@:22]1([CH3:23])[C@@H:17]([CH2:18][C@@H:19]([OH:27])[CH2:20][CH2:21]1)[CH2:16][CH2:15]3.C=O.[BH3-][C:33]#N.[Na+]>C(#N)C.Cl>[CH3:33][N:6]([CH2:7][C@H:8]1[CH2:13][CH2:12][C@:11]2([OH:28])[C@H:14]3[C@H:24]([CH2:25][CH2:26][C@:9]12[CH3:10])[C@:22]1([CH3:23])[C@@H:17]([CH2:18][C@@H:19]([OH:27])[CH2:20][CH2:21]1)[CH2:16][CH2:15]3)[O:5][CH2:4][CH2:3][N:2]([CH3:1])[CH3:29] |f:2.3|. Reported procedure: To a stirred solution of 0.41 g of 17β-(2-dimethylaminoethoxyamino)methyl-5β-androstane-3β,14β-diol (I-am) and 1.0 ml of 37% aqueous formaldehyde in 10 ml of acetonitrile 0.20 g of NaBH3CN was added. The reaction was stirred for 28 hr and then diluted with 0.1N hydrochloric acid and extracted with ethyl acetate. The aqueous layer was basified to pH 9.5 with 2.5N NaOH and extracted with ethyl acetate; the organic layer was dried over anhydrous sodium sulfate and evaporated to dryness under reduce... The reactants are BrC=1C=C(C=2C(=NN(C2C1)C(C)C)C)C(=O)NCC=1C(NC(=CC1C)C)=O (6-bromo-N-((1,2-dihydro-4,6-dimethyl-2-oxopyridin-3-yl)methyl)-1-isopropyl-3-methyl-1H-indazole-4-carboxamide), CC1(OB(OC1(C)C)C=1C=CC(=NC1)N1CCN(CC1)C(=O)OC(C)(C)C)C (tert-butyl 4-(5-(4,4,5,5-tetramethyl-1,3,2-dioxaborolan-2-yl)pyridin-2-yl)piperazine-1-carboxylate), C([O-])([O-])=O.[Na+].[Na+] (sodium carbonate). Reagents/catalysts: Cl[Pd]([P](C1=CC=CC=C1)(C2=CC=CC=C2)C3=CC=CC=C3)([P](C4=CC=CC=C4)(C5=CC=CC=C5)C6=CC=CC=C6)Cl (PdCl2(PPh3)2). Solvent: CN(C)C=O (DMF), O (water). Conditions: temperature 100 celsius, time 3 hour. The product is CC1=C(C(NC(=C1)C)=O)CNC(=O)C1=C2C(=NN(C2=CC(=C1)C=1C=CC(=NC1)N1CCN(CC1)C(=O)OC(C)(C)C)C(C)C)C (tert-butyl 4-(5-(4-((1,2-dihydro-4,6-dimethyl-2-oxopyridin-3-yl)methylcarbamoyl)-1-isopropyl-3-methyl-1H-indazol-6-yl)pyridin-2-yl)piperazine-1-carboxylate), solid. The yield is 47.0%. As a reaction SMILES: Br[C:2]1[CH:3]=[C:4]([C:15]([NH:17][CH2:18][C:19]2[C:20](=[O:27])[NH:21][C:22]([CH3:26])=[CH:23][C:24]=2[CH3:25])=[O:16])[C:5]2[C:6]([CH3:14])=[N:7][N:8]([CH:11]([CH3:13])[CH3:12])[C:9]=2[CH:10]=1.CC1(C)C(C)(C)OB([C:36]2[CH:37]=[CH:38][C:39]([N:42]3[CH2:47][CH2:46][N:45]([C:48]([O:50][C:51]([CH3:54])([CH3:53])[CH3:52])=[O:49])[CH2:44][CH2:43]3)=[N:40][CH:41]=2)O1.C(=O)([O-])[O-].[Na+].[Na+]>CN(C=O)C.O.Cl[Pd](Cl)([P](C1C=CC=CC=1)(C1C=CC=CC=1)C1C=CC=CC=1)[P](C1C=CC=CC=1)(C1C=CC=CC=1)C1C=CC=CC=1>[CH3:25][C:24]1[CH:23]=[C:22]([CH3:26])[NH:21][C:20](=[O:27])[C:19]=1[CH2:18][NH:17][C:15]([C:4]1[CH:3]=[C:2]([C:36]2[CH:37]=[CH:38][C:39]([N:42]3[CH2:47][CH2:46][N:45]([C:48]([O:50][C:51]([CH3:54])([CH3:53])[CH3:52])=[O:49])[CH2:44][CH2:43]3)=[N:40][CH:41]=2)[CH:10]=[C:9]2[C:5]=1[C:6]([CH3:14])=[N:7][N:8]2[CH:11]([CH3:13])[CH3:12])=[O:16] |f:2.3.4,^1:70,89|. Procedure details: To a stirred solution of 6-bromo-N-((1,2-dihydro-4,6-dimethyl-2-oxopyridin-3-yl)methyl)-1-isopropyl-3-methyl-1H-indazole-4-carboxamide (400 mg, 0.928 mmol) in DMF (20 mL) was added tert-butyl 4-(5-(4,4,5,5-tetramethyl-1,3,2-dioxaborolan-2-yl)pyridin-2-yl)piperazine-1-carboxylate (397 mg, 1.02 mmol) followed by sodium carbonate (246 mg, 2.32 mmol) dissolved in water (4 mL) and degassed with argon for 30 min. PdCl2(PPh3)2 (65 mg, 0.092 mmol) was added and the mixture again degassed with argon for ... Starting materials: O (water), IC1=CC=C(C=C1)O (4-iodophenol), BrCCO (2-bromoethanol), C(=O)([O-])[O-].[K+].[K+] (K2CO3). Run in CC(=O)C (acetone). Product: IC1=CC=C(OCCO)C=C1 (2-(4-iodo-phenoxy)-ethanol). RXN SMILES: [I:1][C:2]1[CH:7]=[CH:6][C:5]([OH:8])=[CH:4][CH:3]=1.Br[CH2:10][CH2:11][OH:12].C([O-])([O-])=O.[K+].[K+].O>CC(C)=O>[I:1][C:2]1[CH:7]=[CH:6][C:5]([O:8][CH2:10][CH2:11][OH:12])=[CH:4][CH:3]=1 |f:2.3.4|. Procedure details: A suspension of 11 g (50 mmol) 4-iodophenol, 3.88 mL (55 mmol) 2-bromoethanol and 8.3 g (60 mmol) K2CO3 in 60 mL acetone is refluxed for 24 h. The solvent is eliminated i.vac., the residue is combined with water, exhaustively extracted with EtOAc and the organic phase is dried over Na2SO4. After the desiccant and solvent have been eliminated the residue is purified by chromatography on silica gel (cyc/EtOAc 7:3).